Dataset: the Open Reaction Database (ORD), a public repository of structured organic reaction records. Task: describe an organic reaction: reactants, conditions, products, and yield The reactants are CC(C)(C)OC(=O)Nc1ccc(I)cc1[N+](=O)[O-], COc1ccccc1I. Yields the product COc1ccccc1-c1ccc(NC(=O)OC(C)(C)C)c([N+](=O)[O-])c1. Reaction SMILES: [C:1]([CH3:2])([CH3:3])([CH3:4])[O:5][C:6]([NH:7][c:8]1[c:9]([N+:15](=[O:16])[O-:17])[cH:10][c:11]([I:14])[cH:12][cH:13]1)=[O:18].[I:19][c:20]1[c:21]([O:26][CH3:27])[cH:22][cH:23][cH:24][cH:25]1>>[C:1]([CH3:2])([CH3:3])([CH3:4])[O:5][C:6]([NH:7][c:8]1[c:9]([N+:15](=[O:16])[O-:17])[cH:10][c:11](-[c:20]2[c:21]([O:26][CH3:27])[cH:22][cH:23][cH:24][cH:25]2)[cH:12][cH:13]1)=[O:18]. The reactants are CCOC(=O)Cc1ccc(OC)c(-c2ncc(C)cc2CN(CC)C(=O)C2CC2)c1, C1CCOC1, CO, [Li+], [OH-]. Yields the product CCN(Cc1cc(C)cnc1-c1cc(CC(=O)O)ccc1OC)C(=O)C1CC1. Reaction SMILES: [CH2:1]([CH3:2])[O:3][C:4]([CH2:5][c:6]1[cH:7][c:8](-[c:14]2[n:15][cH:16][c:17]([CH3:29])[cH:18][c:19]2[CH2:20][N:21]([CH2:22][CH3:23])[C:24](=[O:25])[CH:26]2[CH2:27][CH2:28]2)[c:9]([O:12][CH3:13])[cH:10][cH:11]1)=[O:30].[CH2:35]1[O:36][CH2:37][CH2:38][CH2:39]1.[CH3:33][OH:34].[Li+:32].[OH-:31]>>[O:3]=[C:4]([CH2:5][c:6]1[cH:7][c:8](-[c:14]2[n:15][cH:16][c:17]([CH3:29])[cH:18][c:19]2[CH2:20][N:21]([CH2:22][CH3:23])[C:24](=[O:25])[CH:26]2[CH2:27][CH2:28]2)[c:9]([O:12][CH3:13])[cH:10][cH:11]1)[OH:30]. The product is C(C)OC1=NC(=NC2=C1NC=1C=C(C=CC21)C2=CC=NC=C2)N2CCNCC2 (4-ethoxy-2-(piperazin-1-yl)-7-(pyridin-4-yl)-5H-pyrimido[5,4-b]indole). Reaction SMILES: Br[C:2]1[CH:3]=[CH:4][C:5]2[C:6]3[N:14]=[C:13]([N:15]4[CH2:20][CH2:19][NH:18][CH2:17][CH2:16]4)[N:12]=[C:11]([O:21][CH2:22][CH3:23])[C:7]=3[NH:8][C:9]=2[CH:10]=1.CC1(C)C(C)(C)OB([C:32]2[CH:37]=[CH:36][N:35]=[CH:34][CH:33]=2)O1.[O-]P([O-])([O-])=O.[K+].[K+].[K+].COC1C=CC=C(OC)C=1C1C=CC=CC=1P(C1CCCCC1)C1CCCCC1>C1COCC1.C1C=CC([P]([Pd]([P](C2C=CC=CC=2)(C2C=CC=CC=2)C2C=CC=CC=2)([P](C2C=CC=CC=2)(C2C=CC=CC=2)C2C=CC=CC=2)[P](C2C=CC=CC=2)(C2C=CC=CC=2)C2C=CC=CC=2)(C2C=CC=CC=2)C2C=CC=CC=2)=CC=1.O>[CH2:22]([O:21][C:11]1[C:7]2[NH:8][C:9]3[CH:10]=[C:2]([C:32]4[CH:37]=[CH:36][N:35]=[CH:34][CH:33]=4)[CH:3]=[CH:4][C:5]=3[C:6]=2[N:14]=[C:13]([N:15]2[CH2:20][CH2:19][NH:18][CH2:17][CH2:16]2)[N:12]=1)[CH3:23] |f:2.3.4.5,^1:84,86,105,124|. Procedure: 150 mg (0.4 mmol) 7-bromo-4-ethoxy-2-(piperazin-1-yl)-5H-pyrimido[5,4-b]indole (Example 4), 123 mg (0.6 mmol) 4-(4,4,5,5-tetramethyl-1,3,2-dioxaborolan-2-yl)pyridine, 276 mg (1.2 mmol) K3PO4×H2O, 6.6 mg (16 mmol) S-Phos and 9.2 mg (8 mmol) Pd(PPh3)4 in 6 ml THF were heated in a microwave oven to 120° C. for 2 h. Then, the solvent was removed and following LC (CH2Cl2/MeOH, O-20%) 93 mg (62%) of the title substance was obtained ESI-MS [m/z]: 375 [M+H]+ Starting materials: BrC=1C=CC=2C3=C(NC2C1)C(=NC(=N3)N3CCNCC3)OCC (7-bromo-4-ethoxy-2-(piperazin-1-yl)-5H-pyrimido[5,4-b]indole), CC1(OB(OC1(C)C)C1=CC=NC=C1)C (4-(4,4,5,5-tetramethyl-1,3,2-dioxaborolan-2-yl)pyridine), [O-]P(=O)([O-])[O-].[K+].[K+].[K+] (K3PO4), COC=1C=CC=C(C1C=2C=CC=CC2P(C3CCCCC3)C4CCCCC4)OC (S-Phos). Run in C1CCOC1 (THF), O (H2O). Reagents/catalysts: C=1C=CC(=CC1)[P](C=2C=CC=CC2)(C=3C=CC=CC3)[Pd]([P](C=4C=CC=CC4)(C=5C=CC=CC5)C=6C=CC=CC6)([P](C=7C=CC=CC7)(C=8C=CC=CC8)C=9C=CC=CC9)[P](C=1C=CC=CC1)(C=1C=CC=CC1)C=1C=CC=CC1 (Pd(PPh3)4). The product is O=c1cc(OCc2ccccc2)ccn1Cc1ccccc1. Reactants: BrCc1ccccc1, O=c1cc(OCc2ccccc2)cc[nH]1, CCCC[N+](CCCC)(CCCC)CCCC, [Na+], [OH-], O=S(=O)([O-])O, c1ccccc1. As a reaction SMILES: [CH2:16]([c:17]1[cH:18][cH:19][cH:20][cH:21][cH:22]1)[Br:23].[CH2:1]([c:2]1[cH:3][cH:4][cH:5][cH:6][cH:7]1)[O:8][c:9]1[cH:10][c:11](=[O:15])[nH:12][cH:13][cH:14]1.[CH2:31]([N+:32]([CH2:33][CH2:34][CH2:35][CH3:36])([CH2:37][CH2:38][CH2:39][CH3:40])[CH2:41][CH2:42][CH2:43][CH3:44])[CH2:45][CH2:46][CH3:47].[Na+:25].[OH-:24].[S:26]([O-:27])([OH:28])(=[O:29])=[O:30].[cH:48]1[cH:49][cH:50][cH:51][cH:52][cH:53]1>>[CH2:1]([c:2]1[cH:3][cH:4][cH:5][cH:6][cH:7]1)[O:8][c:9]1[cH:10][c:11](=[O:15])[n:12]([CH2:16][c:17]2[cH:18][cH:19][cH:20][cH:21][cH:22]2)[cH:13][cH:14]1.